From a dataset of the Open Reaction Database (ORD), a public repository of structured organic reaction records. describe an organic reaction: reactants, conditions, products, and yield Reactants: Brc1ccoc1, [Li]CCCC, CCOCC, Cl, CCOC(=O)C(F)(F)F. The product is O=C(c1ccoc1)C(F)(F)F. RXN SMILES: [Br:1][c:2]1[cH:3][o:4][cH:5][cH:6]1.[CH2:7]([Li:8])[CH2:9][CH2:10][CH3:11].[CH3:22][CH2:23][O:24][CH2:25][CH3:26].[ClH:21].[F:12][C:13]([C:14](=[O:15])[O:16][CH2:17][CH3:18])([F:19])[F:20]>>[c:2]1([C:14]([C:13]([F:12])([F:19])[F:20])=[O:15])[cH:3][o:4][cH:5][cH:6]1. The reactants are BrCC(=O)NC1=NOC=C1 (2-bromo-N-isoxazol-3-yl-acetamide), BrCC(=O)NC1=NOC=C1 (2-bromo-N-isoxazol-3-yl-acetamide), N1=C(N=CN=C1)N ([1,3,5]triazin-2-ylamine). Product: BrCC(=O)NC1=NC=NC=N1 (2-Bromo-N-[1,3,5]triazin-2-yl-acetamide). As a reaction SMILES: [Br:1][CH2:2][C:3]([NH:5][C:6]1C=CO[N:7]=1)=[O:4].[N:11]1[CH:16]=NC=[N:13][C:12]=1N>>[Br:1][CH2:2][C:3]([NH:5][C:6]1[N:7]=[CH:16][N:11]=[CH:12][N:13]=1)=[O:4]. Procedure details: This compound is prepared by an analogous method to 2-bromo-N-isoxazol-3-yl-acetamide (Intermediate A) by replacing 3-aminoisoxazole with [1,3,5]triazin-2-ylamine.